This data is from the Open Reaction Database (ORD), a public repository of structured organic reaction records. The task is: describe an organic reaction: reactants, conditions, products, and yield Reactants: [Si](C)(C)(C(C)(C)C)OC=1C=C(C(O)C2=CC=C(C(=O)N(CC)CC)C=C2)C=CC1 (4-(3-(tert-Butyldimethylsilyloxy)-α-hydroxybenzyl)-N,N-diethylbenzamide), S(=O)(Cl)Cl (thionyl chloride), C[C@@H]1NC[C@H](NC1)C (trans-2,5-dimethylpiperazine), O.[F-].C(C)[N+](CC)(CC)CC (tetraethylammonium fluoride hydrate). Product: C(C)N(C(C1=CC=C(C=C1)[C@H](C1=CC(=CC=C1)O)N1[C@@H](CN[C@H](C1)C)C)=O)CC ((±)-N,N-diethyl-4-((αR*)-3-hydroxy-α-((2R*,5S*)-2,5-dimethyl-1-piperazinyl)benzyl)benzamide). As a reaction SMILES: [Si]([O:8][C:9]1[CH:10]=[C:11]([CH:27]=[CH:28][CH:29]=1)[CH:12]([C:14]1[CH:26]=[CH:25][C:17]([C:18]([N:20]([CH2:23][CH3:24])[CH2:21][CH3:22])=[O:19])=[CH:16][CH:15]=1)O)(C(C)(C)C)(C)C.S(Cl)(Cl)=O.[CH3:34][C@H:35]1[CH2:40][NH:39][C@H:38]([CH3:41])[CH2:37][NH:36]1.O.[F-].C([N+](CC)(CC)CC)C>>[CH2:23]([N:20]([CH2:21][CH3:22])[C:18](=[O:19])[C:17]1[CH:16]=[CH:15][C:14]([C@@H:12]([N:36]2[CH2:37][C@H:38]([CH3:41])[NH:39][CH2:40][C@H:35]2[CH3:34])[C:11]2[CH:27]=[CH:28][CH:29]=[C:9]([OH:8])[CH:10]=2)=[CH:26][CH:25]=1)[CH3:24] |f:3.4.5|. Reported procedure: 4-(3-(tert-Butyldimethylsilyloxy)-α-hydroxybenzyl)-N,N-diethylbenzamide (Example 1, infra) was treated with thionyl chloride and trans-2,5-dimethylpiperazine as described in Example 5. The crude mixture of diastereomers was purified by chromatography on silica gel (Waters Prep 500) with dichloromethane:ethanol:triethylamine (100:0.25:0.1). The less mobile isomer (1.28 g, 2.5 mmol) was dissolved in acetonitrile and treated with tetraethylammonium fluoride hydrate (0.6 g, 4.0 mmol) as in Example 7...